Dataset: the Open Reaction Database (ORD), a public repository of structured organic reaction records. Task: describe an organic reaction: reactants, conditions, products, and yield The reactants are O1CC(CC1)CN1C(NCCC1)=N[N+](=O)[O-] (1-[(tetrahydro-3-furanyl) methyl]-2-(nitroimino)hexahydropyrimidine), [H-].[Na+] (sodium hydride), C(C)(=O)Cl (acetyl chloride). The solvent is C(C)#N (acetonitrile). Conditions: temperature 50 celsius, time 30 minute. Product: CC(=O)N1C(N(CCC1)CC1COCC1)=N[N+](=O)[O-] (1-(methylcarbonyl)-2-(nitroimino)-3-[(tetrahydro-3-furanyl)methyl]hexahydropyrimidine). The yield is 16.9%. As a reaction SMILES: [O:1]1[CH2:5][CH2:4][CH:3]([CH2:6][N:7]2[CH2:12][CH2:11][CH2:10][NH:9][C:8]2=[N:13][N+:14]([O-:16])=[O:15])[CH2:2]1.[H-].[Na+].[C:19](Cl)(=[O:21])[CH3:20]>C(#N)C>[CH3:20][C:19]([N:9]1[CH2:10][CH2:11][CH2:12][N:7]([CH2:6][CH:3]2[CH2:4][CH2:5][O:1][CH2:2]2)[C:8]1=[N:13][N+:14]([O-:16])=[O:15])=[O:21] |f:1.2|. Procedure details: A mixture of 0.30 g of 1-[(tetrahydro-3-furanyl) methyl]-2-(nitroimino)hexahydropyrimidine, 0.07 g of sodium hydride (60%) and 10 ml of acetonitrile was stirred at 50° C. for 30 minutes. After this mixture was cooled on ice, 0.11 g of acetyl chloride was dropwise added thereto over 10 minutes, and the mixture was then stirred at room temperature for 2 hours. After the completion of reaction, insolubles were removed by filtration, and concentration was then carried out under a reduced pressure. T... Starting materials: C[Si](C)(C)C#Cc1ccc(Br)cc1, C=CC[Si](C)(C)Cl, [Li]CCCC, C1CCOC1, CCCCCC, [Cl-], [NH4+]. Product: C=CC[Si](C)(C)c1ccc(C#C[Si](C)(C)C)cc1. Reaction SMILES: [Br:6][c:7]1[cH:8][cH:9][c:10]([C:13]#[C:14][Si:15]([CH3:16])([CH3:17])[CH3:18])[cH:11][cH:12]1.[CH2:19]([CH:20]=[CH2:21])[Si:22]([CH3:23])([CH3:24])[Cl:25].[CH2:1]([Li:2])[CH2:3][CH2:4][CH3:5].[CH2:28]1[O:29][CH2:30][CH2:31][CH2:32]1.[CH3:33][CH2:34][CH2:35][CH2:36][CH2:37][CH3:38].[Cl-:26].[NH4+:27]>>[c:7]1([Si:22]([CH2:19][CH:20]=[CH2:21])([CH3:23])[CH3:24])[cH:8][cH:9][c:10]([C:13]#[C:14][Si:15]([CH3:16])([CH3:17])[CH3:18])[cH:11][cH:12]1. Starting materials: OC=1C=C2C=C(C(=C(C2=CC1)OC1=CC=C(C=C1)/C=C/C(=O)O)C1=CC(=CC=C1)O)C ((2E)-3-(4-{[6-Hydroxy-2-(3-hydroxyphenyl)-3-methyl-1-naphthalenyl]oxy}phenyl)-2-propenoic acid). Reagents/catalysts: [Pd] (Pd—C). Solvent: CCOC(=O)C.CCO (EtOAc EtOH). Run at time 14 hour. Product: OC=1C=C2C=C(C(=C(C2=CC1)OC1=CC=C(C=C1)CCC(=O)O)C1=CC(=CC=C1)O)C (3-(4-{[6-Hydroxy-2-(3-hydroxyphenyl)-3-methyl-1-naphthalenyl]oxy}phenyl)propanoic acid). Isolated yield 434.3%. As a reaction SMILES: [OH:1][C:2]1[CH:3]=[C:4]2[C:9](=[CH:10][CH:11]=1)[C:8]([O:12][C:13]1[CH:18]=[CH:17][C:16](/[CH:19]=[CH:20]/[C:21]([OH:23])=[O:22])=[CH:15][CH:14]=1)=[C:7]([C:24]1[CH:29]=[CH:28][CH:27]=[C:26]([OH:30])[CH:25]=1)[C:6]([CH3:31])=[CH:5]2>[Pd].CCOC(C)=O.CCO>[OH:1][C:2]1[CH:3]=[C:4]2[C:9](=[CH:10][CH:11]=1)[C:8]([O:12][C:13]1[CH:18]=[CH:17][C:16]([CH2:19][CH2:20][C:21]([OH:23])=[O:22])=[CH:15][CH:14]=1)=[C:7]([C:24]1[CH:29]=[CH:28][CH:27]=[C:26]([OH:30])[CH:25]=1)[C:6]([CH3:31])=[CH:5]2 |f:2.3|. Reported procedure: A 1:1 EtOAc/EtOH solution (4 mL) of (2E)-3-(4-{[6-hydroxy-2-(3-hydroxyphenyl)-3-methyl-1-naphthalenyl]oxy}phenyl)-2-propenoic acid (251) (0.041 g, 0.01 mmol, 1 equiv) was treated with 5% Pd—C (0.027 g, 0.02 mmol, 0.1 equiv) and the reaction vessel was equipped with an H2-filled balloon. After 14 h at ambient temperature, the crude mixture was filtered through a pad of Celite. Concentration gave a light pink solid that was purified by radial chromatography (SiO2, 1 mm plate, 90:10; CHCl3/MeOH) to... Starting materials: FC(F)(F)c1ccc(-c2cc(Br)nc(COC3CCCCO3)c2)cc1, CCCC[Sn](CCCC)(CCCC)c1cccc(-c2cccc(S(=O)(=O)NC(C)(C)C)c2)n1, Cc1ccccc1. The product is CC(C)(C)NS(=O)(=O)c1cccc(-c2cccc(-c3cc(-c4ccc(C(F)(F)F)cc4)cc(COC4CCCCO4)n3)n2)c1. As a reaction SMILES: [Br:1][c:2]1[n:3][c:4]([CH2:18][O:19][CH:20]2[O:21][CH2:22][CH2:23][CH2:24][CH2:25]2)[cH:5][c:6](-[c:8]2[cH:9][cH:10][c:11]([C:14]([F:15])([F:16])[F:17])[cH:12][cH:13]2)[cH:7]1.[C:26]([CH3:27])([CH3:28])([CH3:29])[NH:30][S:31](=[O:32])(=[O:33])[c:34]1[cH:35][c:36](-[c:40]2[n:41][c:42]([Sn:46]([CH2:47][CH2:48][CH2:49][CH3:50])([CH2:51][CH2:52][CH2:53][CH3:54])[CH2:55][CH2:56][CH2:57][CH3:58])[cH:43][cH:44][cH:45]2)[cH:37][cH:38][cH:39]1.[CH3:59][c:60]1[cH:61][cH:62][cH:63][cH:64][cH:65]1>>[c:2]1(-[c:42]2[n:41][c:40](-[c:36]3[cH:35][c:34]([S:31]([NH:30][C:26]([CH3:27])([CH3:28])[CH3:29])(=[O:32])=[O:33])[cH:39][cH:38][cH:37]3)[cH:45][cH:44][cH:43]2)[n:3][c:4]([CH2:18][O:19][CH:20]2[O:21][CH2:22][CH2:23][CH2:24][CH2:25]2)[cH:5][c:6](-[c:8]2[cH:9][cH:10][c:11]([C:14]([F:15])([F:16])[F:17])[cH:12][cH:13]2)[cH:7]1. Reactants: FC1=C(C(=CC=C1C)F)CC#N ((2,6-difluoro-3-methyl-phenyl)-acetonitrile), C(CN)N (ethylene diamine). Yields the product FC1=C(CC=2NCCN2)C(=CC=C1C)F (2-(2,6-Difluoro-3-methyl-benzyl)-4,5-dihydro-1H-imidazole). RXN SMILES: [F:1][C:2]1[C:7]([CH3:8])=[CH:6][CH:5]=[C:4]([F:9])[C:3]=1[CH2:10][C:11]#[N:12].[CH2:13](N)[CH2:14][NH2:15]>>[F:1][C:2]1[C:7]([CH3:8])=[CH:6][CH:5]=[C:4]([F:9])[C:3]=1[CH2:10][C:11]1[NH:15][CH2:14][CH2:13][N:12]=1. Reported procedure: 2-(2,6-Difluoro-3-methyl-benzyl)-4,5-dihydro-1H-imidazole was prepared from (2,6-difluoro-3-methyl-phenyl)-acetonitrile and ethylene diamine in analogy to Example 19 b): colourless powder; MS (ISP): 210.1 ((M+H)+.). Reactants: NC=1C=C(CN2CCC(CC2)CNC(CNC(C2=C(C=C(C(=C2)F)F)NC(=O)OC(C)(C)C)=O)=O)C=CC1O (1-(3-amino-4-hydroxybenzyl)-4-[{N-(2-(tert-butoxycarbonylamino)-4,5-difluorobenzoyl)glycyl}aminomethyl]piperidine), Cl (HCl). The solvent is CO (methanol), O1CCOCC1 (dioxane). Reaction conditions: time 8 hour. The product is NC1=C(C(=O)NCC(=O)NCC2CCN(CC2)CC2=CC(=C(C=C2)O)N)C=C(C(=C1)F)F (4-[{N-(2-amino-4,5-difluorobenzoyl)glycyl}aminomethyl]-1-(3-amino-4-hydroxybenzyl)piperidine). RXN SMILES: [NH2:1][C:2]1[CH:3]=[C:4]([CH:36]=[CH:37][C:38]=1[OH:39])[CH2:5][N:6]1[CH2:11][CH2:10][CH:9]([CH2:12][NH:13][C:14](=[O:35])[CH2:15][NH:16][C:17](=[O:34])[C:18]2[CH:23]=[C:22]([F:24])[C:21]([F:25])=[CH:20][C:19]=2[NH:26]C(OC(C)(C)C)=O)[CH2:8][CH2:7]1.Cl>CO.O1CCOCC1>[NH2:26][C:19]1[CH:20]=[C:21]([F:25])[C:22]([F:24])=[CH:23][C:18]=1[C:17]([NH:16][CH2:15][C:14]([NH:13][CH2:12][CH:9]1[CH2:8][CH2:7][N:6]([CH2:5][C:4]2[CH:36]=[CH:37][C:38]([OH:39])=[C:2]([NH2:1])[CH:3]=2)[CH2:11][CH2:10]1)=[O:35])=[O:34]. Procedure: To a solution of 1-(3-amino-4-hydroxybenzyl)-4-[{N-(2-(tert-butoxycarbonylamino)-4,5-difluorobenzoyl)glycyl}aminomethyl]piperidine (20.0 mg, 0.035 mmol) in methanol (1 mL) was added 4 N HCl in dioxane (0.50 mL) and the solution was stirred at room temperature overnight. After the solution was concentrated, the residue was dissolved in methanol, loaded onto Varian™ SCX column, washed with CH3OH (5 mL×2), and eluted off using 2 N NH3 in CH3OH (5 mL). Concentration afforded 4-[{N-(2-amino-4,5-diflu... Conditions: temperature 50 celsius, time 4 hour. The solvent is C1CCOC1 (THF), C(C)O (ethyl alcohol). Product: C(#N)C=1C=C(N2C1C=CC1=CC=CC=C21)C(C2=CC=C(C=C2)C(=O)O)=O (3-Cyano-1-(4-carboxy-benzoyl)-pyrrolo[1,2-a]quinoline). RXN SMILES: [C:1]([C:3]1[CH:4]=[C:5]([C:16](=[O:27])[C:17]2[CH:22]=[CH:21][C:20]([C:23]([O:25]C)=[O:24])=[CH:19][CH:18]=2)[N:6]2[C:15]3[C:10](=[CH:11][CH:12]=[CH:13][CH:14]=3)[CH:9]=[CH:8][C:7]=12)#[N:2].[OH-].[Na+].Cl>C1COCC1.C(O)C>[C:1]([C:3]1[CH:4]=[C:5]([C:16](=[O:27])[C:17]2[CH:22]=[CH:21][C:20]([C:23]([OH:25])=[O:24])=[CH:19][CH:18]=2)[N:6]2[C:15]3[C:10](=[CH:11][CH:12]=[CH:13][CH:14]=3)[CH:9]=[CH:8][C:7]=12)#[N:2] |f:1.2|. Reported procedure: 3-Cyano-1-(4-methoxycarbonyl-benzoyl)-pyrrolo[1,2-a]quinoline (10 mg, 0.028 mmol) was disolved in a mixture of 5 mL of THF and 0.5 mL of ethyl alcohol and 1 mL of 2M NaOH was added and the mixture was stirred for 4 h at 50° C. The mixture was cooled to 0° C., acidified using 2N HCl and the resulting precipitate was collected, washed with cold ethyl alcohol and dried under vacuum (9.6 mg, 99%). 1H NMR (DMSO): 8.11–7.99 (m, 5H), 7.80–7.83 (m, 2H), 7.61–7.72 (m, 4H). The reactants are C(#N)C=1C=C(N2C1C=CC1=CC=CC=C21)C(C2=CC=C(C=C2)C(=O)OC)=O (3-Cyano-1-(4-methoxycarbonyl-benzoyl)-pyrrolo[1,2-a]quinoline), [OH-].[Na+] (NaOH), Cl (HCl). Reactants: C(C)O (ethanol), O.NN (hydrazine hydrate), ClC1=CC=C(C=C1)S(=O)(=O)CCCCCN1C(C=2C(C1=O)=CC=CC2)=O (1-(4-chlorophenylsulfonyl)-5-phthalimidopentane). Solvent: ClCCl (dichloromethane). The product is ClC1=CC=C(C=C1)S(=O)(=O)CCCCCN (5-(4-chlorophenylsulfonyl)pentanamine). The yield is 119.8%. As a reaction SMILES: [Cl:1][C:2]1[CH:7]=[CH:6][C:5]([S:8]([CH2:11][CH2:12][CH2:13][CH2:14][CH2:15][N:16]2C(=O)C3=CC=CC=C3C2=O)(=[O:10])=[O:9])=[CH:4][CH:3]=1.C(O)C.O.NN>ClCCl>[Cl:1][C:2]1[CH:3]=[CH:4][C:5]([S:8]([CH2:11][CH2:12][CH2:13][CH2:14][CH2:15][NH2:16])(=[O:9])=[O:10])=[CH:6][CH:7]=1 |f:2.3|. Procedure details: Then, 4.0 g (10.2 mmol) of 1-(4-chlorophenylsulfonyl)-5-phthalimidopentane was dissolved in 120 ml of dichloromethane and 20 ml of ethanol and stirred together with 6 ml of 80% hydrazine hydrate at room temperature for 36 hours. The impurities were filtered out, and the filtrate was evaporated in vacuo to give 3.2 g of the title compound.